From a dataset of the Open Reaction Database (ORD), a public repository of structured organic reaction records. describe an organic reaction: reactants, conditions, products, and yield Reactants: [H][H] (hydrogen), [H][H] (hydrogen), C(C)(C)(C)OC(=O)[C@@]1(CN(C([C@@H]1COCC1=CC=CC=C1)=O)[C@H](C)C1=CC=CC=C1)CC(=O)O ((3S,4S)-4-benzyloxymethyl-3-carboxymethyl-5-oxo-1-[(1R)-1-phenylethyl]pyrrolidine-3-carboxylic acid tert-butyl ester). The reagents and catalysts are [C].[Pd] (palladium-carbon). The solvent is CO (methanol). The product is C(C)(C)(C)OC(=O)[C@@]1(CN(C([C@@H]1CO)=O)[C@H](C)C1=CC=CC=C1)CC(=O)O ((3S,4S)-3-Carboxymethyl-4-hydroxymethyl-5-oxo-1-[(1R)-1-phenylethyl]pyrrolidine-3-carboxylic acid tert-butyl ester). The yield is 80.0%. Reaction SMILES: [C:1]([O:5][C:6]([C@@:8]1([CH2:31][C:32]([OH:34])=[O:33])[C@@H:12]([CH2:13][O:14]CC2C=CC=CC=2)[C:11](=[O:22])[N:10]([C@@H:23]([C:25]2[CH:30]=[CH:29][CH:28]=[CH:27][CH:26]=2)[CH3:24])[CH2:9]1)=[O:7])([CH3:4])([CH3:3])[CH3:2].[H][H]>[C].[Pd].CO>[C:1]([O:5][C:6]([C@@:8]1([CH2:31][C:32]([OH:34])=[O:33])[C@@H:12]([CH2:13][OH:14])[C:11](=[O:22])[N:10]([C@@H:23]([C:25]2[CH:26]=[CH:27][CH:28]=[CH:29][CH:30]=2)[CH3:24])[CH2:9]1)=[O:7])([CH3:2])([CH3:3])[CH3:4] |f:2.3|. Procedure: A 10% palladium-carbon catalyst (3.93 g) was added to a solution of (3S,4S)-4-benzyloxymethyl-3-carboxymethyl-5-oxo-1-[(1R)-1-phenylethyl]pyrrolidine-3-carboxylic acid tert-butyl ester (3.93 g, 8.41 mmol) in methanol (84.0 mL) in a nitrogen atmosphere. After the atmosphere was replaced with hydrogen, the mixture was stirred in a hydrogen atmosphere at room temperature for three days. After the atmosphere was replaced with nitrogen, the reaction solution was filtered through Celite and concentrat... Reactants: N1=CC(=CC=C1)N1CC2(CCCN2)CC1 (7-(3-Pyridyl)-1,7-diazaspiro[4.4]nonane), C([O-])(O)=O.[Na+] (sodium bicarbonate). The solvent is C(=O)O (formic acid), C=O (formaldehyde). The product is CN1CCCC12CN(CC2)C=2C=NC=CC2 (1-Methyl-7-(3-pyridyl)-1,7-diazaspiro[4.4]nonane). The yield is 93.6%. Reaction SMILES: [N:1]1[CH:6]=[CH:5][CH:4]=[C:3]([N:7]2[CH2:15][CH2:14][C:9]3([NH:13][CH2:12][CH2:11][CH2:10]3)[CH2:8]2)[CH:2]=1.[C:16](=O)(O)[O-].[Na+]>C(O)=O.C=O>[CH3:16][N:13]1[C:9]2([CH2:14][CH2:15][N:7]([C:3]3[CH:2]=[N:1][CH:6]=[CH:5][CH:4]=3)[CH2:8]2)[CH2:10][CH2:11][CH2:12]1 |f:1.2|. Procedure details: 7-(3-Pyridyl)-1,7-diazaspiro[4.4]nonane (30 mg, 0.15 mmol) was dissolved in 98% formic acid (0.5 mL) and formaldehyde (1 mL, 28% aqueous solution). The reaction mixture was heated to reflux for 8 h. The reaction mixture was cooled to room temperature, basified with saturated aqueous sodium bicarbonate to pH 9-10 and extracted with chloroform (4×3 mL). The combined chloroform extracts were dried (K2CO3), filtered and concentrated on a rotary evaporator to afford 30 mg of the desired compound (93.... The reactants are C(C)(C)(C)OC(=O)NC1CNC1 (3-tert-butoxycarbonylaminoazetidine), BrC=1SC(=C(N1)CCC)C(=O)OCC (ethyl 2-bromo-4-n-propyl-1,3-thiazole-5-carboxylate), C(C)(C)N(CC)C(C)C (diisopropylethylamine). The product is C(C)(C)(C)OC(=O)NC1CN(C1)C=1SC(=C(N1)CCC)C(=O)OCC (Ethyl 2-{3-[(tert-butoxycarbonyl)amino]azetidin-1-yl)-4-n-propyl-1,3-thiazole-5-carboxylate). The yield is 70.8%. RXN SMILES: [C:1]([O:5][C:6]([NH:8][CH:9]1[CH2:12][NH:11][CH2:10]1)=[O:7])([CH3:4])([CH3:3])[CH3:2].Br[C:14]1[S:15][C:16]([C:22]([O:24][CH2:25][CH3:26])=[O:23])=[C:17]([CH2:19][CH2:20][CH3:21])[N:18]=1.C(N(C(C)C)CC)(C)C>>[C:1]([O:5][C:6]([NH:8][CH:9]1[CH2:10][N:11]([C:14]2[S:15][C:16]([C:22]([O:24][CH2:25][CH3:26])=[O:23])=[C:17]([CH2:19][CH2:20][CH3:21])[N:18]=2)[CH2:12]1)=[O:7])([CH3:4])([CH3:2])[CH3:3]. Procedure details: The same operation as in Example (217a) was performed using 3-tert-butoxycarbonylaminoazetidine (161 mg, 0.94 mmol), ethyl 2-bromo-4-n-propyl-1,3-thiazole-5-carboxylate obtained in Example (219a) (217 mg, 0.78 mmol) and diisopropylethylamine (0.27 mL, 1.56 mmol), to obtain 204 mg of the title compound as a white solid (71%). Reactants: FC1=CC=C(CNC(=O)C2(C3=CC=CC=C3C=3C=CC=CC23)CCCCBr)C=C1 (9-(4-bromo-butyl)-9H-fluorene-9-carboxylic acid-4-fluoro-benzylamide), N1(CCNCC1)C1=NC2=CC=CC=C2C=C1 (2-piperazin-1-yl-quinoline). The product is FC1=CC=C(CNC(=O)C2(C3=CC=CC=C3C=3C=CC=CC23)CCCCN2CCN(CC2)C2=NC3=CC=CC=C3C=C2)C=C1 (9-[4-(4-quinolin-2-yl-piperazin-1-yl)-butyl]-9H-fluorene-9-carboxylic acid-4-fluoro-benzylamide). RXN SMILES: [F:1][C:2]1[CH:29]=[CH:28][C:5]([CH2:6][NH:7][C:8]([C:10]2([CH2:23][CH2:24][CH2:25][CH2:26]Br)[C:22]3[CH:21]=[CH:20][CH:19]=[CH:18][C:17]=3[C:16]3[C:11]2=[CH:12][CH:13]=[CH:14][CH:15]=3)=[O:9])=[CH:4][CH:3]=1.[N:30]1([C:36]2[CH:45]=[CH:44][C:43]3[C:38](=[CH:39][CH:40]=[CH:41][CH:42]=3)[N:37]=2)[CH2:35][CH2:34][NH:33][CH2:32][CH2:31]1>>[F:1][C:2]1[CH:29]=[CH:28][C:5]([CH2:6][NH:7][C:8]([C:10]2([CH2:23][CH2:24][CH2:25][CH2:26][N:33]3[CH2:34][CH2:35][N:30]([C:36]4[CH:45]=[CH:44][C:43]5[C:38](=[CH:39][CH:40]=[CH:41][CH:42]=5)[N:37]=4)[CH2:31][CH2:32]3)[C:22]3[CH:21]=[CH:20][CH:19]=[CH:18][C:17]=3[C:16]3[C:11]2=[CH:12][CH:13]=[CH:14][CH:15]=3)=[O:9])=[CH:4][CH:3]=1. Procedure details: Prepared analogously to Example 1 from 9-(4-bromo-butyl)-9H-fluorene-9-carboxylic acid-4-fluoro-benzylamide and 2-piperazin-1-yl-quinoline. Reactants: OC(CCCC)P(O)(O)=O (1-hydroxyamylphosphonic acid), O1CC1CCCCCCCCCC (1,2-epoxydodecane), O1CC1CCCCCCCCCC (1,2-epoxydodecane), OC(CCCC)P(O)(O)=O (1-hydroxyamylphosphonic acid), [P] (phosphorus), CCCCC=O (n-valeraldehyde), 2-n-amyl-4-n-decyl-1,3-dioxolane, O1CC1CCCCCCCCCC (1,2-epoxydodecane), CCCCC=O (n-valeraldehyde), OC(CCCC)P(O)(O)=O (1-hydroxyamylphosphonic acid), O1CC1CCCCCCCCCC (1,2-epoxydodecane). Product: C(CCC)C1OCC(O1)CCCCCCCCCC (2-n-butyl-4-n-decyl-1,3-dioxolane). Reaction SMILES: [OH:1][CH:2](P(=O)(O)O)[CH2:3][CH2:4][CH2:5][CH3:6].[O:11]1[CH:13]([CH2:14][CH2:15][CH2:16][CH2:17][CH2:18][CH2:19][CH2:20][CH2:21][CH2:22][CH3:23])[CH2:12]1.CCCCC=O.[P]>>[CH2:3]([CH:2]1[O:11][CH:13]([CH2:14][CH2:15][CH2:16][CH2:17][CH2:18][CH2:19][CH2:20][CH2:21][CH2:22][CH3:23])[CH2:12][O:1]1)[CH2:4][CH2:5][CH3:6]. Procedure: A 200 mL round bottom flask equipped with a magnetic stirring bar was charged with a solution of 0.86 g. of 1-hydroxyamylphosphonic acid, 1.97 g. of 1,2-epoxydodecane and 51 g. of n-valeraldehyde. No new phosphorus compounds were detected by 31PNMR after stirring for two weeks at room temperature. After an additional week at room temperature, there was no apparent reaction between the 1-hydroxyamylphosphonic acid and 1,2-epoxydodecane as ascertained from the 31PNMR. The reaction mixture was then... Reactants: CC(=O)O, Fc1ccc(Sc2cccs2)cc1, O, OO. Product: O=S(=O)(c1ccc(F)cc1)c1cccs1. RXN SMILES: [CH3:17][C:18]([OH:19])=[O:20].[F:1][c:2]1[cH:3][cH:4][c:5]([S:8][c:9]2[s:10][cH:11][cH:12][cH:13]2)[cH:6][cH:7]1.[OH2:16].[OH:14][OH:15]>>[F:1][c:2]1[cH:3][cH:4][c:5]([S:8]([c:9]2[s:10][cH:11][cH:12][cH:13]2)(=[O:16])=[O:19])[cH:6][cH:7]1. Starting materials: O=C([O-])[O-], CC#N, O=C1CCCCC1Cl, [K+], [K+], CCOC(=O)c1cc(O)[nH]n1. Yields the product CCOC(=O)c1cc(OC2CCCCC2=O)[nH]n1. As a reaction SMILES: [C:12](=[O:13])([O-:14])[O-:15].[CH3:26][C:27]#[N:28].[Cl:18][CH:19]1[C:20](=[O:25])[CH2:21][CH2:22][CH2:23][CH2:24]1.[K+:16].[K+:17].[OH:1][c:2]1[cH:3][c:4]([C:7](=[O:8])[O:9][CH2:10][CH3:11])[n:5][nH:6]1>>[O:1]([c:2]1[cH:3][c:4]([C:7](=[O:8])[O:9][CH2:10][CH3:11])[n:5][nH:6]1)[CH:19]1[C:20](=[O:25])[CH2:21][CH2:22][CH2:23][CH2:24]1. Starting materials: CC(=O)c1cc(Br)cc2nc(-c3ccc(NC(=O)COc4ccccc4C)cc3)oc12, C1CCOC1, C[Mg+], [Cl-]. Yields the product Cc1ccccc1OCC(=O)Nc1ccc(-c2nc3cc(Br)cc(C(C)(C)O)c3o2)cc1. As a reaction SMILES: [C:4]([CH3:5])(=[O:6])[c:7]1[cH:8][c:9]([Br:34])[cH:10][c:11]2[n:12][c:13](-[c:16]3[cH:17][cH:18][c:19]([NH:22][C:23]([CH2:24][O:25][c:26]4[c:27]([CH3:32])[cH:28][cH:29][cH:30][cH:31]4)=[O:33])[cH:20][cH:21]3)[o:14][c:15]12.[CH2:35]1[O:36][CH2:37][CH2:38][CH2:39]1.[CH3:2][Mg+:3].[Cl-:1]>>[CH3:2][C:4]([CH3:5])([OH:6])[c:7]1[cH:8][c:9]([Br:34])[cH:10][c:11]2[n:12][c:13](-[c:16]3[cH:17][cH:18][c:19]([NH:22][C:23]([CH2:24][O:25][c:26]4[c:27]([CH3:32])[cH:28][cH:29][cH:30][cH:31]4)=[O:33])[cH:20][cH:21]3)[o:14][c:15]12.